From a dataset of the Open Reaction Database (ORD), a public repository of structured organic reaction records. describe an organic reaction: reactants, conditions, products, and yield The reactants are C(F)(F)(C(F)(F)C(F)(F)C(F)(F)C(F)(F)C(F)(F)F)CCSCCO (C6F13CH2CH2SCH2CH2OH), C(C)(=O)OC(C)=O (acetic anhydride), N1=CC=CC=C1 (pyridine), C(F)(F)(C(F)(F)C(F)(F)C(F)(F)C(F)(F)C(F)(F)F)CCSCCO (C6F13CH2CH2SCH2CH2OH). Run at time 4 hour. Yields the product C(C)(=O)OCCSCCC(C(C(C(C(C(F)(F)F)(F)F)(F)F)(F)F)(F)F)(F)F (5-(Perfluorohexyl)-3-thia-pentanol Acetate). RXN SMILES: [C:1]([CH2:20][CH2:21][S:22][CH2:23][CH2:24][OH:25])([C:4]([C:7]([C:10]([C:13]([C:16]([F:19])([F:18])[F:17])([F:15])[F:14])([F:12])[F:11])([F:9])[F:8])([F:6])[F:5])([F:3])[F:2].[C:26](OC(=O)C)(=[O:28])[CH3:27].N1C=CC=CC=1>>[C:26]([O:25][CH2:24][CH2:23][S:22][CH2:21][CH2:20][C:1]([F:3])([F:2])[C:4]([F:6])([F:5])[C:7]([F:9])([F:8])[C:10]([F:12])([F:11])[C:13]([F:14])([F:15])[C:16]([F:17])([F:18])[F:19])(=[O:28])[CH3:27]. Procedure: C6F13CH2CH2SCH2CH2OH (40.1 g, 0.094 mole, undistilled), acetic anhydride (16.2 g, 0.15 mole) and pyridine (0.98 g, 12.4 mmole) was heated at 65°-66° for 4 hours and 89° for 17 hours under total reflux. A sample after 4 hours showed incomplete reaction and after 17 hours, only a trace of C6F13CH2CH2SCH2CH2OH was present (GC analysis). The product was washed with saturated sodium bicarbonate (20 ml), extracted into ether, dried and the solvent removed by distillation; wt. 47.77 g. Total product wa... The reactants are C(C=C)N1CC2=C(N(C=3C=CC(=CC23)C)C=CC2=CC=NC=C2)CC1 (2-Allyl-8-methyl-5-(2-(pyridin-4-yl)vinyl)-2,3,4,5-tetrahydro-1H-pyrido[4,3-b]indole), CN1C(=O)N(C(=O)CC1=O)C (1,3-dimethyl barbituric acid). The reagents and catalysts are C=1C=CC(=CC1)[P](C=2C=CC=CC2)(C=3C=CC=CC3)[Pd]([P](C=4C=CC=CC4)(C=5C=CC=CC5)C=6C=CC=CC6)([P](C=7C=CC=CC7)(C=8C=CC=CC8)C=9C=CC=CC9)[P](C=1C=CC=CC1)(C=1C=CC=CC1)C=1C=CC=CC1 (Pd(PPh3)4). The solvent is C(Cl)Cl (DCM). Run at time 1 hour. Yields the product CC1=CC=2C3=C(N(C2C=C1)C=CC1=CC=NC=C1)CCNC3 (8-methyl-5-(2-(pyridin-4-yl) vinyl)-2,3,4,5-tetrahydro-1H-pyrido[4,3-b]indole). Yield: 4.6%. Reaction SMILES: C([N:4]1[CH2:25][CH2:24][C:7]2[N:8]([CH:16]=[CH:17][C:18]3[CH:23]=[CH:22][N:21]=[CH:20][CH:19]=3)[C:9]3[CH:10]=[CH:11][C:12]([CH3:15])=[CH:13][C:14]=3[C:6]=2[CH2:5]1)C=C.CN1C(=O)CC(=O)N(C)C1=O>C(Cl)Cl.C1C=CC([P]([Pd]([P](C2C=CC=CC=2)(C2C=CC=CC=2)C2C=CC=CC=2)([P](C2C=CC=CC=2)(C2C=CC=CC=2)C2C=CC=CC=2)[P](C2C=CC=CC=2)(C2C=CC=CC=2)C2C=CC=CC=2)(C2C=CC=CC=2)C2C=CC=CC=2)=CC=1>[CH3:15][C:12]1[CH:11]=[CH:10][C:9]2[N:8]([CH:16]=[CH:17][C:18]3[CH:23]=[CH:22][N:21]=[CH:20][CH:19]=3)[C:7]3[CH2:24][CH2:25][NH:4][CH2:5][C:6]=3[C:14]=2[CH:13]=1 |^1:43,45,64,83|. Reported procedure: 2-Allyl-8-methyl-5-(2-(pyridin-4-yl)vinyl)-2,3,4,5-tetrahydro-1H-pyrido[4,3-b]indole (50 mg, 0.151 mmol) was dissolved in DCM (2 mL), which was degassed with nitrogen for 15 min. To this was added Pd(PPh3)4 (4 mg, 0.002 mmol) followed by 1,3-dimethyl barbituric acid (71 mg, 0.454 mmol). The reaction mixture was again degassed by nitrogen for 15 min. The resultant mixture was stirred at RT for 1 h. DCM was evaporated in vacuo. EtOAc (20 mL) was added to reaction mixture and was washed with satura... The reactants are C1(=CC=CC=C1)C (toluene), N1=CC=CC2=CC=CC=C12 (quinoline), C(OC)([O-])[O-] (methyl orthoformate), C(CCCC)(=O)NC=1C=C(NC(CC(C)=O)=O)C=CC1 (m-valeramido-acetylacetanilide). Reagents/catalysts: C1(=CC=C(C=C1)S(=O)(=O)O)C (p-toluene sulfonic acid). The solvent is CO (methanol). Run at temperature 20 celsius, time 72 hour. Product: C(CCCC)(=O)NC=1C=C(NC(\C=C(\C)/OC)=O)C=CC1 (m-valeramido-3-methoxy-crotonanilide). The yield is 69.0%. RXN SMILES: [CH:1]([O-])([O-])OC.[C:6]([NH:12][C:13]1[CH:14]=[C:15]([CH:23]=[CH:24][CH:25]=1)[NH:16][C:17](=[O:22])[CH2:18][C:19](=[O:21])[CH3:20])(=[O:11])[CH2:7][CH2:8][CH2:9][CH3:10].C1(C)C=CC=CC=1.N1C2C(=CC=CC=2)C=CC=1>CO.C1(C)C=CC(S(O)(=O)=O)=CC=1>[C:6]([NH:12][C:13]1[CH:14]=[C:15]([CH:23]=[CH:24][CH:25]=1)[NH:16][C:17](=[O:22])/[CH:18]=[C:19](\[O:21][CH3:1])/[CH3:20])(=[O:11])[CH2:7][CH2:8][CH2:9][CH3:10]. Reported procedure: 16.5 g of methyl orthoformate were added to a solution of 27.6 g of m-valeramido-acetylacetanilide in 50 ml of methanol and after the addition of 0.5 g of p-toluene sulfonic acid, the mixture was stirred for 72 hours at 20° C. 200 ml of toluene and 1 ml of quinoline were added and the mixture was heated at 140° C. for 1 hour while distilling a methanol-toluene azeotrope. The mixture was evaporated to dryness under reduced pressure and the residue was chromatographed over silica gel. Elution with... Reactants: COC1=CC2=C(C(=CC3(CCN(CC3)CC(=O)OCC)O2)C2=CC=CC=C2)C=C1 (ethyl 7-methoxy-4-phenylspiro[2H-1-benzopyran-2,4′-piperidine]-1′-acetate), [OH-].[Li+] (lithium hydroxide), Cl (hydrochloric acid). The solvent is C(C)O (ethyl alcohol). Reaction conditions: temperature 4 celsius. The product is Cl.C(=O)(O)CN1CCC2(CC1)OC1=C(C(=C2)C2=CC=CC=C2)C=CC(=C1)OC (1′-Carboxymethyl-7-methoxy-4-phenylspiro[2H-1-benzopyran-2,4′-piperidine]hydrochloride). Reaction SMILES: [CH3:1][O:2][C:3]1[CH:29]=[CH:28][C:6]2[C:7]([C:22]3[CH:27]=[CH:26][CH:25]=[CH:24][CH:23]=3)=[CH:8][C:9]3([O:21][C:5]=2[CH:4]=1)[CH2:14][CH2:13][N:12]([CH2:15][C:16]([O:18]CC)=[O:17])[CH2:11][CH2:10]3.[OH-].[Li+].[ClH:32]>C(O)C>[ClH:32].[C:16]([CH2:15][N:12]1[CH2:13][CH2:14][C:9]2([CH:8]=[C:7]([C:22]3[CH:27]=[CH:26][CH:25]=[CH:24][CH:23]=3)[C:6]3[CH:28]=[CH:29][C:3]([O:2][CH3:1])=[CH:4][C:5]=3[O:21]2)[CH2:10][CH2:11]1)([OH:18])=[O:17] |f:1.2,5.6|. Procedure details: A mixture of ethyl 7-methoxy-4-phenylspiro[2H-1-benzopyran-2,4′-piperidine]-1′-acetate (3.38 g, 8.60 mmol), ethyl alcohol (250 cm3) and aqueous lithium hydroxide solution (2 N, 6.44 cm3, 12.88 mmol) was heated to reflux for 3.5 h. Upon cooling, the mixture was treated with hydrochloric acid (5 N, 70 cm3) and some of the ethyl alcohol was removed until precipitation began. The mixture was then cooled to 4° C. until crystallisation was complete. The solid was removed by vacuum filtration to afford... The reactants are C(C1=CC=CC=C1)OC=1C=CC(=[N+](C1)[O-])C1CO1 (5-benzyloxy-2-(1,2-epoxyethyl)pyridine N-oxide), C(C)(C)(C)N (tert-butylamine). Run in CO (methanol). The product is C(C1=CC=CC=C1)OC=1C=CC(=[N+](C1)[O-])C(CNC(C)(C)C)O (5-Benzyloxy-2-(1-hydroxy-2-tert-butylaminoethyl)pyridine N-oxide). Reaction SMILES: [CH2:1]([O:8][C:9]1[CH:10]=[CH:11][C:12]([CH:16]2[O:18][CH2:17]2)=[N+:13]([O-:15])[CH:14]=1)[C:2]1[CH:7]=[CH:6][CH:5]=[CH:4][CH:3]=1.[C:19]([NH2:23])([CH3:22])([CH3:21])[CH3:20]>CO>[CH2:1]([O:8][C:9]1[CH:10]=[CH:11][C:12]([CH:16]([OH:18])[CH2:17][NH:23][C:19]([CH3:22])([CH3:21])[CH3:20])=[N+:13]([O-:15])[CH:14]=1)[C:2]1[CH:3]=[CH:4][CH:5]=[CH:6][CH:7]=1. Reported procedure: To 0.50 g. (0.0042 mole) of [5-benzyloxy-2-(1,2-epoxyethyl)pyridine N-oxide] in 20 ml. of methanol was added 0.5 ml. tert-butylamine and the resulting mixture heated to the reflux temperature for 4 hours. Solvent and excess tert-butylamine were removed in vacuo to give 280 mg. (43%) of the desired product after recrystallization from ether/ethyl acetate; m.p. 148°-150° (dec.). Mass spec (70 eV) m/e 300 (M-16), m/e 243 [MH2NC(CH3)3); NMR (DMSO d6)delta 7.90 (d, 1H, H6), 7.30 (m, 6H, benzyl C6H5 a...